Dataset: the Open Reaction Database (ORD), a public repository of structured organic reaction records. Task: describe an organic reaction: reactants, conditions, products, and yield Reactants: N(=NC(=O)OCC)C(=O)OCC (diethyl azodicarboxylate), OC=1C=C(C=O)C=CC1 (3-hydroxybenzaldehyde), C([C@H](O)C)(=O)OC(C)(C)C (tert-butyl(R)-lactate), C1(=CC=CC=C1)P(C1=CC=CC=C1)C1=CC=CC=C1 (triphenylphosphine). Solvent: C1CCOC1 (THF), C(C)(=O)OCC (ethyl acetate). Run at time 12 hour. The product is C(=O)C=1C=C(O[C@H](C(=O)OC(C)(C)C)C)C=CC1 (tert-butyl(2S)-2-(3-formylphenoxy)propanoate). Isolated yield 72.7%. Reaction SMILES: [OH:1][C:2]1[CH:3]=[C:4]([CH:7]=[CH:8][CH:9]=1)[CH:5]=[O:6].[C:10]([O:15][C:16]([CH3:19])([CH3:18])[CH3:17])(=[O:14])[C@@H:11]([CH3:13])O.C1(P(C2C=CC=CC=2)C2C=CC=CC=2)C=CC=CC=1.N(C(OCC)=O)=NC(OCC)=O>C(OCC)(=O)C.C1COCC1>[CH:5]([C:4]1[CH:3]=[C:2]([CH:9]=[CH:8][CH:7]=1)[O:1][C@@H:11]([CH3:13])[C:10]([O:15][C:16]([CH3:19])([CH3:18])[CH3:17])=[O:14])=[O:6]. Procedure: To a mixture of 1.00 g of 3-hydroxybenzaldehyde, 1.80 g of tert-butyl(R)-lactate, 2.58 g of triphenylphosphine, and 40 mL of THF was added 1.71 g of diethyl azodicarboxylate at room temperature, followed by stirring for 12 hours. The reaction solution was diluted with ethyl acetate, followed by washing with a 5% aqueous sodium hydrogen carbonate solution. The organic layer was dried over anhydrous magnesium sulfate and then concentrated under reduced pressure. The obtained residue was purified b... Reactants: CN(CCCN=C=NCC)C (1-(3-dimethylaminopropyl)-3-ethylcarbodiimide), Cl.COC(CN)=O (glycine methyl ester hydrochloride), CN1CCOCC1 (N-methylmorpholine), OC1=CC=C(C=C1)C(C(=O)O)C1=CC=C(C=C1)O (2,2-bis(4-hydroxyphenyl)acetic acid). Solvent: C(C)(=O)OCC (ethyl acetate), Cl (HCl), C(Cl)Cl (CH2Cl2), N1=CC=CC=C1 (pyridine), C1CCOC1 (THF). Run at time 8 hour. The product is C(=O)(O)CNC(C(C1=CC=C(C=C1)O)C1=CC=C(C=C1)O)=O (2,2-bis(4-hydroxyphenyl)acetic acid-N-carboxymethyl amide). Isolated yield 90.5%. Reaction SMILES: [OH:1][C:2]1[CH:7]=[CH:6][C:5]([CH:8]([C:12]2[CH:17]=[CH:16][C:15]([OH:18])=[CH:14][CH:13]=2)[C:9]([OH:11])=O)=[CH:4][CH:3]=1.CN(C)CCCN=C=NCC.Cl.C[O:32][C:33](=[O:36])[CH2:34][NH2:35].CN1CCOCC1>C(Cl)Cl.C(OCC)(=O)C.Cl.N1C=CC=CC=1.C1COCC1>[C:33]([CH2:34][NH:35][C:9](=[O:11])[CH:8]([C:5]1[CH:4]=[CH:3][C:2]([OH:1])=[CH:7][CH:6]=1)[C:12]1[CH:17]=[CH:16][C:15]([OH:18])=[CH:14][CH:13]=1)([OH:36])=[O:32] |f:2.3|. Procedure details: To a stirred solution in CH2Cl2 (0.5 mL), THF (20 mL), and pyridine (20 mL) of 2,2-bis(4-hydroxyphenyl)acetic acid (0.94 g, 3.85 mmol), prepared as in Example 31, was added 1-(3-dimethylaminopropyl)-3-ethylcarbodiimide (1.10 g, 5.76 mmol), glycine methyl ester hydrochloride (0.723 g, 5.76 mmol), and N-methylmorpholine (0.63 mL, 5,76 mmol) and the mixture was stirred overnight at room temperature. The reaction mixture was then diluted with ethyl acetate and aqueous 0.5 N HCl. The organic layer wa...